Dataset: the Open Reaction Database (ORD), a public repository of structured organic reaction records. Task: describe an organic reaction: reactants, conditions, products, and yield Reactants: CCO, CN(C(=O)Oc1ccc(CCNS(=O)(=O)c2ccc([N+](=O)[O-])cc2)cc1)c1ccccc1. Product: CN(C(=O)Oc1ccc(CCNS(=O)(=O)c2ccc(N)cc2)cc1)c1ccccc1. RXN SMILES: [CH3:33][CH2:34][OH:35].[N+:1]([O-:2])(=[O:3])[c:4]1[cH:5][cH:6][c:7]([S:10](=[O:11])(=[O:12])[NH:13][CH2:14][CH2:15][c:16]2[cH:17][cH:18][c:19]([O:22][C:23]([N:24]([c:25]3[cH:26][cH:27][cH:28][cH:29][cH:30]3)[CH3:31])=[O:32])[cH:20][cH:21]2)[cH:8][cH:9]1>>[NH2:1][c:4]1[cH:5][cH:6][c:7]([S:10](=[O:11])(=[O:12])[NH:13][CH2:14][CH2:15][c:16]2[cH:17][cH:18][c:19]([O:22][C:23]([N:24]([c:25]3[cH:26][cH:27][cH:28][cH:29][cH:30]3)[CH3:31])=[O:32])[cH:20][cH:21]2)[cH:8][cH:9]1. Starting materials: Cc1ccc(C(C)C)cc1, O=C1c2ccccc2C(=O)c2c1cccc2[N+](=O)[O-], NC1CCCCC1. The product is O=C1c2ccccc2C(=O)c2c(NC3CCCCC3)cccc21. Reaction SMILES: [CH3:27][CH:28]([c:29]1[cH:30][cH:31][c:32]([CH3:33])[cH:34][cH:35]1)[CH3:36].[N+:1]([O-:2])(=[O:3])[c:4]1[cH:5][cH:6][cH:7][c:8]2[c:17]1[C:16](=[O:18])[c:15]1[c:10]([cH:11][cH:12][cH:13][cH:14]1)[C:9]2=[O:19].[NH2:20][CH:21]1[CH2:22][CH2:23][CH2:24][CH2:25][CH2:26]1>>[NH:1]([c:4]1[cH:5][cH:6][cH:7][c:8]2[c:17]1[C:16](=[O:18])[c:15]1[c:10]([cH:11][cH:12][cH:13][cH:14]1)[C:9]2=[O:19])[CH:21]1[CH2:22][CH2:23][CH2:24][CH2:25][CH2:26]1. Reactants: CCOC(C)=O, O=C(Cl)Cl, Nc1ncc(Cl)s1. Yields the product O=C=Nc1ncc(Cl)s1. RXN SMILES: [CH3:12][CH2:13][O:14][C:15](=[O:16])[CH3:17].[Cl:8][C:9]([Cl:10])=[O:11].[NH2:1][c:2]1[s:3][c:4]([Cl:7])[cH:5][n:6]1>>[N:1]([c:2]1[s:3][c:4]([Cl:7])[cH:5][n:6]1)=[C:9]=[O:11].